This data is from the Open Reaction Database (ORD), a public repository of structured organic reaction records. The task is: describe an organic reaction: reactants, conditions, products, and yield Starting materials: ClC1=C(C(N(C(N1)=O)CC1=CC=CC=C1)=O)CC1=CC=CC=C1 (6-chloro-3,5-dibenzylpyrimidine-2,4(1H,3H)-dione), C([O-])([O-])=O.[K+].[K+] (potassium carbonate), BrCCCCl (1-bromo-3-chloropropane). The solvent is CN(C=O)C (N,N-dimethylformamide). Reaction conditions: temperature 90 celsius, time 2 hour. The product is ClC1=C(C(N(C(N1CCCCl)=O)CC1=CC=CC=C1)=O)CC1=CC=CC=C1 (6-chloro-1-(3-chloropropyl)-3,5-dibenzylpyrimidine-2,4(1H,3H)-dione). As a reaction SMILES: [Cl:1][C:2]1[NH:7][C:6](=[O:8])[N:5]([CH2:9][C:10]2[CH:15]=[CH:14][CH:13]=[CH:12][CH:11]=2)[C:4](=[O:16])[C:3]=1[CH2:17][C:18]1[CH:23]=[CH:22][CH:21]=[CH:20][CH:19]=1.C(=O)([O-])[O-].[K+].[K+].Br[CH2:31][CH2:32][CH2:33][Cl:34]>CN(C)C=O>[Cl:1][C:2]1[N:7]([CH2:31][CH2:32][CH2:33][Cl:34])[C:6](=[O:8])[N:5]([CH2:9][C:10]2[CH:15]=[CH:14][CH:13]=[CH:12][CH:11]=2)[C:4](=[O:16])[C:3]=1[CH2:17][C:18]1[CH:23]=[CH:22][CH:21]=[CH:20][CH:19]=1 |f:1.2.3|. Procedure details: To a suspension of 24.51 g (75 mmol) of 6-chloro-3,5-dibenzylpyrimidine-2,4(1H,3H)-dione and 16.58 g (120 mmol) of potassium carbonate in 120 ml of N,N-dimethylformamide, 14.8 ml (150 mmol) of 1-bromo-3-chloropropane was added at room temperature. This mixture was stirred at 90° C. for 2 hours. After cooling, the reaction mixture was concentrated to dryness; the resulting residue was dissolved in chloroform-water. After the organic layer was washed with water and dried, the solvent was distilled... Starting materials: C([O-])([O-])=O.[Cs+].[Cs+] (cesium carbonate), OC1=C(C=CC2=CC=CC=C12)C(=O)OC (methyl 1-hydroxy-2-naphthoate), CN(C)C=O (DMF), BrCC1COC2=C(O1)C=CC=C2 (2-bromomethyl-2,3-dihydro-benzo[1,4]dioxine). Run in C(C)(=O)OCC (ethyl acetate). Yields the product COC(=O)C1=C(C2=CC=CC=C2C=C1)OCC1COC2=C(O1)C=CC=C2 (1-(2,3-dihydro-benzo[1,4]dioxin-2-ylmethoxy)-naphthalene-2-carboxylic acid methyl ester). The yield is 55.2%. Reaction SMILES: C(=O)([O-])[O-].[Cs+].[Cs+].[OH:7][C:8]1[C:17]2[C:12](=[CH:13][CH:14]=[CH:15][CH:16]=2)[CH:11]=[CH:10][C:9]=1[C:18]([O:20][CH3:21])=[O:19].CN(C=O)C.Br[CH2:28][CH:29]1[O:34][C:33]2[CH:35]=[CH:36][CH:37]=[CH:38][C:32]=2[O:31][CH2:30]1>C(OCC)(=O)C>[CH3:21][O:20][C:18]([C:9]1[CH:10]=[CH:11][C:12]2[C:17](=[CH:16][CH:15]=[CH:14][CH:13]=2)[C:8]=1[O:7][CH2:28][CH:29]1[O:34][C:33]2[CH:35]=[CH:36][CH:37]=[CH:38][C:32]=2[O:31][CH2:30]1)=[O:19] |f:0.1.2|. Reported procedure: To 4.19 g cesium carbonate and 1.37 g methyl 1-hydroxy-2-naphthoate in 25 ml abs. DMF was added 1.62 g 2-bromomethyl-2,3-dihydro-benzo[1,4]dioxine and the mixture was reacted for 16 h at 50° C. The reaction was poured unto ice, the resulting precipitate was isolated by filtration, dissolved in ethyl acetate and washed with brine. The organic phase was dried over magnesium sulphate and concentrated in vacuo. The resulting residue was purified by flash chromatography (silica, heptane/ethyl acetate... The reactants are C1CCNCC1, CCO, O=C1Cc2c(ncnc2Nc2ccc(F)c(Cl)c2)N1, O=Cc1ccc(C(=O)N2CCOCC2)[nH]1. Yields the product O=C1Nc2ncnc(Nc3ccc(F)c(Cl)c3)c2C1=Cc1ccc(C(=O)N2CCOCC2)[nH]1. RXN SMILES: [CH2:35]1[CH2:36][CH2:37][NH:38][CH2:39][CH2:40]1.[CH3:41][CH2:42][OH:43].[Cl:1][c:2]1[cH:3][c:4]([NH:9][c:10]2[c:11]3[c:12]([n:13][cH:14][n:15]2)[NH:16][C:17](=[O:19])[CH2:18]3)[cH:5][cH:6][c:7]1[F:8].[O:20]1[CH2:21][CH2:22][N:23]([C:26](=[O:27])[c:28]2[cH:29][cH:30][c:31]([CH:33]=[O:34])[nH:32]2)[CH2:24][CH2:25]1>>[Cl:1][c:2]1[cH:3][c:4]([NH:9][c:10]2[c:11]3[c:12]([n:13][cH:14][n:15]2)[NH:16][C:17](=[O:19])[C:18]3=[CH:33][c:31]2[cH:30][cH:29][c:28]([C:26]([N:23]3[CH2:22][CH2:21][O:20][CH2:25][CH2:24]3)=[O:27])[nH:32]2)[cH:5][cH:6][c:7]1[F:8]. Starting materials: COC(=O)C(CC1CCCCC1)N1CC(Oc2cccc(Br)c2)=CC1=O, [Li+], C1CCOC1, [OH-], O. Yields the product O=C(O)C(CC1CCCCC1)N1CC(Oc2cccc(Br)c2)=CC1=O. RXN SMILES: [CH3:1][O:2][C:3]([CH:4]([CH2:5][CH:6]1[CH2:7][CH2:8][CH2:9][CH2:10][CH2:11]1)[N:12]1[C:13](=[O:25])[CH:14]=[C:15]([O:17][c:18]2[cH:19][c:20]([Br:24])[cH:21][cH:22][cH:23]2)[CH2:16]1)=[O:26].[Li+:27].[O:30]1[CH2:31][CH2:32][CH2:33][CH2:34]1.[OH-:28].[OH2:29]>>[O:2]=[C:3]([CH:4]([CH2:5][CH:6]1[CH2:7][CH2:8][CH2:9][CH2:10][CH2:11]1)[N:12]1[C:13](=[O:25])[CH:14]=[C:15]([O:17][c:18]2[cH:19][c:20]([Br:24])[cH:21][cH:22][cH:23]2)[CH2:16]1)[OH:26]. The reactants are Cl (Hydrogen chloride), CN(S(=O)(=O)N1C(=NC(=C1)CC(C)(C)C)C(CC1=CC=C(C=C1)C=1C(=NN(C1)C)NC(OC(C)(C)C)=O)(C)O)C (tert-butyl [4-(4-{2-[1-[(dimethylamino)sulfonyl]-4-(2,2-dimethylpropyl)-1H-imidazo 1-2-yl]-2-hydroxypropyl}phenyl)-1-methyl-1H-pyrazol-3-yl]carbamate). Run in CO (methanol). Reaction conditions: temperature 70 celsius, time 1 hour. The product is NC1=NN(C=C1C1=CC=C(C=C1)CC(C)(O)C=1NC=C(N1)CC(C)(C)C)C (1-[4-(3-amino-1-methyl-1H-pyrazol-4-yl)phenyl]-2-[4-(2,2-dimethylpropyl)-1H-imidazol-2-yl]propan-2-ol). As a reaction SMILES: Cl.CN(C)S([N:7]1[CH:11]=[C:10]([CH2:12][C:13]([CH3:16])([CH3:15])[CH3:14])[N:9]=[C:8]1[C:17]([OH:40])([CH3:39])[CH2:18][C:19]1[CH:24]=[CH:23][C:22]([C:25]2[C:26]([NH:31]C(=O)OC(C)(C)C)=[N:27][N:28]([CH3:30])[CH:29]=2)=[CH:21][CH:20]=1)(=O)=O>CO>[NH2:31][C:26]1[C:25]([C:22]2[CH:23]=[CH:24][C:19]([CH2:18][C:17]([C:8]3[NH:7][CH:11]=[C:10]([CH2:12][C:13]([CH3:16])([CH3:15])[CH3:14])[N:9]=3)([OH:40])[CH3:39])=[CH:20][CH:21]=2)=[CH:29][N:28]([CH3:30])[N:27]=1. Procedure: Hydrogen chloride (4 M in 1,4-dioxane) (2 μL, 8 mmol) was added to an ambient temperature solution of tert-butyl [4-(4-{2-[1-[(dimethylamino)sulfonyl]-4-(2,2-dimethylpropyl)-1H-imidazo 1-2-yl]-2-hydroxypropyl}phenyl)-1-methyl-1H-pyrazol-3-yl]carbamate (33 mg, 0.06 mmol) in methanol (2 mL). After stirring at 70° C. for 1 h, volatiles were removed. The residue was purified with high pressure liquid chromatography (KR100-5C18 100×21.2 mm column) eluting with 10-100% acetonitrile/water containing 0.... Starting materials: CC[Si](Cl)(Cl)CC, C[N-]C, [Li+], C1CCOC1. Yields the product CC[Si](Cl)(CC)N(C)C. As a reaction SMILES: [CH2:1]([CH3:2])[Si:3]([Cl:4])([Cl:5])[CH2:6][CH3:7].[CH3:8][N-:9][CH3:10].[Li+:11].[O:12]1[CH2:13][CH2:14][CH2:15][CH2:16]1>>[CH2:1]([CH3:2])[Si:3]([Cl:4])([CH2:6][CH3:7])[N:9]([CH3:8])[CH3:10].